Dataset: the Open Reaction Database (ORD), a public repository of structured organic reaction records. Task: describe an organic reaction: reactants, conditions, products, and yield RXN SMILES: [Cl:1][C:2]1[CH:3]=[CH:4][C:5]2[N:11]3[C:12]([CH2:15][OH:16])=[N:13][N:14]=[C:10]3[CH2:9][N:8]=[C:7]([C:17]3[CH:22]=[CH:21][CH:20]=[CH:19][CH:18]=3)[C:6]=2[CH:23]=1.[C:24]([O:30]C(=O)CCCC)(=[O:29])[CH2:25][CH2:26][CH2:27][CH3:28]>O>[C:24]([OH:30])(=[O:29])[CH2:25][CH2:26][CH2:27][CH3:28].[Cl:1][C:2]1[CH:3]=[CH:4][C:5]2[N:11]3[C:12]([CH2:15][OH:16])=[N:13][N:14]=[C:10]3[CH2:9][N:8]=[C:7]([C:17]3[CH:22]=[CH:21][CH:20]=[CH:19][CH:18]=3)[C:6]=2[CH:23]=1 |f:3.4|. Procedure details: In a manner similar to Example 12, a mixture of 8-chloro-1-(hydroxymethyl)-6-phenyl-4H-s-triazolo[4,3-a][1,4]benzodiazepine and valeric anhydride were heated on the water bath to give 8-chloro-1-(hydroxymethyl)-6-phenyl-4H-s-triazolo[4,3-a][1,4]benzodiazepine valerate (ester). Solvent: O (water). The product is C(CCCC)(=O)O.ClC=1C=CC2=C(C(=NCC=3N2C(=NN3)CO)C3=CC=CC=C3)C1 (8-chloro-1-(hydroxymethyl)-6-phenyl-4H-s-triazolo[4,3-a][1,4]benzodiazepine valerate). Reactants: ClC=1C=CC2=C(C(=NCC=3N2C(=NN3)CO)C3=CC=CC=C3)C1 (8-chloro-1-(hydroxymethyl)-6-phenyl-4H-s-triazolo[4,3-a][1,4]benzodiazepine), C(CCCC)(=O)OC(CCCC)=O (valeric anhydride). The reactants are O=C1CCN(CC1)C(=O)OC(C)(C)C (tert-butyl 4-oxo-1-piperidinecarboxylate), Cl.O(C)N (methoxylamine hydrochloride), C([O-])(O)=O.[Na+] (sodium bicarbonate). The solvent is O (water), C1CCOC1 (THF), O (water). Reaction conditions: time 10 minute. The product is C(C)(C)(C)OC(=O)N1CCC(CC1)=NOC (4-Methoxyimino-piperidine-1-carboxylic acid tert-butyl ester). Yield: 92.5%. As a reaction SMILES: O=[C:2]1[CH2:7][CH2:6][N:5]([C:8]([O:10][C:11]([CH3:14])([CH3:13])[CH3:12])=[O:9])[CH2:4][CH2:3]1.Cl.[O:16]([NH2:18])[CH3:17].C(=O)(O)[O-].[Na+]>C1COCC1.O>[C:11]([O:10][C:8]([N:5]1[CH2:6][CH2:7][C:2](=[N:18][O:16][CH3:17])[CH2:3][CH2:4]1)=[O:9])([CH3:14])([CH3:13])[CH3:12] |f:1.2,3.4|. Procedure: A solution of tert-butyl 4-oxo-1-piperidinecarboxylate (2.0 g) and methoxylamine hydrochloride (2.93 g) in THF (66 mL) was treated with sodium bicarbonate (2.95 g) dissolved in water (20 mL). The biphasic mixture was stirred vigorously for 10 minutes, diluted with water, and extracted with ethyl acetate (×3). The combined extracts were dried over magnesium sulfate, filtered and concentrated to afford 2.12 g of the title compound, which was used without further purification. 1H NMR (CDCl3, 300 MH... Reactants: CCO, CCN(C(C)C)C(C)C, O=C(c1ccccc1)c1ccc(Cl)nc1, Cl, NO. Product: ON=C(c1ccccc1)c1ccc(Cl)nc1. As a reaction SMILES: [CH3:28][CH2:29][OH:30].[CH:16]([N:17]([CH2:18][CH3:19])[CH:20]([CH3:21])[CH3:22])([CH3:23])[CH3:24].[Cl:1][c:2]1[cH:3][cH:4][c:5]([C:8](=[O:9])[c:10]2[cH:11][cH:12][cH:13][cH:14][cH:15]2)[cH:6][n:7]1.[ClH:25].[NH2:26][OH:27]>>[Cl:1][c:2]1[cH:3][cH:4][c:5]([C:8]([c:10]2[cH:11][cH:12][cH:13][cH:14][cH:15]2)=[N:26][OH:27])[cH:6][n:7]1.